From a dataset of the Open Reaction Database (ORD), a public repository of structured organic reaction records. describe an organic reaction: reactants, conditions, products, and yield Reactants: C(C)(C)(C)N1N=C(NC1=O)C=1C=C(CNC(C(F)(F)F)=O)C=CC1Cl (N-(3-(1-tert-butyl-4,5-dihydro-5-oxo-1H-1,2,4-triazol-3-yl)-4-chlorobenzyl)-2,2,2-trifluoroacetamide), [OH-].[K+] (KOH). Run in O (water). Yields the product C(C)(C)(C)N1N=C(NC1=O)C1=C(C=CC(=C1)CN)Cl (2-tert-Butyl-5-(5-(aminomethyl)-2-chlorophenyl)-2H-1,2,4-triazol-3(4H)-one). Yield: 100.6%. Reaction SMILES: [C:1]([N:5]1[C:9](=[O:10])[NH:8][C:7]([C:11]2[CH:12]=[C:13]([CH:22]=[CH:23][C:24]=2[Cl:25])[CH2:14][NH:15]C(=O)C(F)(F)F)=[N:6]1)([CH3:4])([CH3:3])[CH3:2].[OH-].[K+]>O>[C:1]([N:5]1[C:9](=[O:10])[NH:8][C:7]([C:11]2[CH:12]=[C:13]([CH2:14][NH2:15])[CH:22]=[CH:23][C:24]=2[Cl:25])=[N:6]1)([CH3:4])([CH3:2])[CH3:3] |f:1.2|. Reported procedure: The title compound was prepared according to the procedure described in Intermediate-66 by using N-(3-(1-tert-butyl-4,5-dihydro-5-oxo-1H-1,2,4-triazol-3-yl)-4-chlorobenzyl)-2,2,2-trifluoroacetamide (Example-120, 0.400 g, 1.062 mmol), KOH (0.119 g, 2.12 mmol), water (5 mL) and THE (5.0 mL) to afford 0.300 g of the desired product.